Task: describe an organic reaction: reactants, conditions, products, and yield. Dataset: the Open Reaction Database (ORD), a public repository of structured organic reaction records Starting materials: C1(=CC=CC=C1)N(C1=CC=CC=C1)CCCCl (3-[N,N-diphenylamino]-1-chloropropane), C([O-])([O-])=O.[Na+].[Na+] (sodium carbonate), C(CCC(=O)O)(=O)O.C1(=CC=CC=C1)N(CCCN1CCC(CC1)C1=CC(=CC=C1)C)C1=CC=CC=C1 (N,N-diphenyl-4-[3-methylphenyl]-1-piperidinepropanamine butanedioate), Cl.CC=1C=C(C=CC1)C1CCNCC1 (4-(3-methylphenyl)-piperidine hydrochloride), [I-].[K+] (potassium iodide). Solvent: C(CCC)O (n-butanol). The product is C(C=CC(=O)O)(=O)O.C1(=CC=CC=C1)N(CCCN1CCC(CC1)C1=CC(=CC=C1)C)C1=CC=CC=C1 (N,N-diphenyl-4-[3-methylphenyl]-1-piperidinepropanamine butenedioate). Reaction SMILES: C1(N(CCCCl)C2C=CC=CC=2)C=CC=CC=1.Cl.CC1C=C(C2CCNCC2)C=CC=1.[I-].[K+].C(=O)([O-])[O-].[Na+].[Na+].[C:40]([OH:47])(=[O:46])[CH2:41][CH2:42][C:43]([OH:45])=[O:44].[C:48]1([N:54]([C:71]2[CH:76]=[CH:75][CH:74]=[CH:73][CH:72]=2)[CH2:55][CH2:56][CH2:57][N:58]2[CH2:63][CH2:62][CH:61]([C:64]3[CH:69]=[CH:68][CH:67]=[C:66]([CH3:70])[CH:65]=3)[CH2:60][CH2:59]2)[CH:53]=[CH:52][CH:51]=[CH:50][CH:49]=1>C(O)CCC>[C:40]([OH:47])(=[O:46])[CH:41]=[CH:42][C:43]([OH:45])=[O:44].[C:48]1([N:54]([C:71]2[CH:76]=[CH:75][CH:74]=[CH:73][CH:72]=2)[CH2:55][CH2:56][CH2:57][N:58]2[CH2:59][CH2:60][CH:61]([C:64]3[CH:69]=[CH:68][CH:67]=[C:66]([CH3:70])[CH:65]=3)[CH2:62][CH2:63]2)[CH:53]=[CH:52][CH:51]=[CH:50][CH:49]=1 |f:1.2,3.4,5.6.7,8.9,11.12|. Procedure details: A mixture of 7.37 g. (0.030 moles) of 3-[N,N-diphenylamino]-1-chloropropane, 6.0 g. (0.024 moles) of 4-(3-methylphenyl)-piperidine hydrochloride, 3.92 g. (0.024 moles) of potassium iodide, and 5.30 g. (0.050 moles) of sodium carbonate in 60 ml. of n-butanol is refluxed for about 16 hours. Solvent is evaporated and the residue is dissolved in chloroform and washed with water. The chloroform solution is dried and passed through a column of silica gel. The product is eluted with acetonitrile. The p... The reactants are ClC=1C=C(C=CC1Cl)N (3,4-dichlorobenzenamine), solution, BrCC#C (3-bromo-1-propyne), C(C)N(C(C)C)C(C)C (N-ethyl-N-(1-methylethyl)-2-propanamine), C(C)(=O)OCC (Ethyl acetate). The solvent is C1(=CC=CC=C1)C (toluene), C1(=CC=CC=C1)C (toluene). Yields the product ClC=1C=C(C=CC1Cl)NCC#C (3,4-Dichloro-N-2-propynylbenzenamine). RXN SMILES: [Cl:1][C:2]1[CH:3]=[C:4]([NH2:9])[CH:5]=[CH:6][C:7]=1[Cl:8].Br[CH2:11][C:12]#[CH:13].C(N(C(C)C)C(C)C)C.C(OCC)(=O)C>C1(C)C=CC=CC=1>[Cl:1][C:2]1[CH:3]=[C:4]([NH:9][CH2:13][C:12]#[CH:11])[CH:5]=[CH:6][C:7]=1[Cl:8]. Reported procedure: A solution of 16.20 g (0.1 mol) of 3,4-dichlorobenzenamine, 16.36 g (0.11 mol) of an 80% solution of 3-bromo-1-propyne in toluene, and 17.4 ml (0.11 mol) of N-ethyl-N-(1-methylethyl)-2-propanamine in 350 ml of toluene is heated at 90° for six hours. Ethyl acetate is added to the reaction suspension, and the suspension is washed three times with water. The organic layer is separated, dried (magnesium sulfate), and concentrated to give 19.85 g of a dark brown liquid. This is applied to a column of... The reactants are N1=CC(=CC=C1)CC(C(=O)OCC)C(=O)C (ethyl α-(3-pyridylmethyl)acetoacetate), NC(=S)N (thiourea), [O-]CC.[Na+] (sodium ethoxide). Solvent: C(C)O (ethanol). Yields the product N1=CC(=CC=C1)CC=1C(NC(NC1C)=S)=O (5-(3-pyridylmethyl)-6-methyl-2-thiouracil). Reaction SMILES: [N:1]1[CH:6]=[CH:5][CH:4]=[C:3]([CH2:7][CH:8]([C:14]([CH3:16])=O)[C:9](OCC)=[O:10])[CH:2]=1.[NH2:17][C:18]([NH2:20])=[S:19].[O-]CC.[Na+]>C(O)C>[N:1]1[CH:6]=[CH:5][CH:4]=[C:3]([CH2:7][C:8]2[C:9](=[O:10])[NH:17][C:18](=[S:19])[NH:20][C:14]=2[CH3:16])[CH:2]=1 |f:2.3|. Procedure: A mixture of pyridine-3-carboxaldehyde (48 g), ethyl acetoacetate (52 g) aqueous piperidine acetate (40% 4.8 g) and 5% palladium on charcoal catalyst (50% wet, 2.48 g) was hydrogenated at 100 p.s.i. at 30° for 22 hours. The mixture was diluted with ether, filtered and the filtrate was evaporated and distilled under reduced pressure to give ethyl α-(3-pyridylmethyl)acetoacetate (b.p. 146°/1 mmHg). This ester was refluxed with thiourea and sodium ethoxide in ethanol, and the mixture was subsequent... Reactants: FC(C1=CC=C(C=C1)C1=CC(=NO1)CO)(F)F ({5-[4-(Trifluoromethyl)phenyl]isoxazol-3-yl}methan-1-ol), S(=O)(Cl)Cl (thionyl chloride). Solvent: ClCCl (dichloromethane), ClCCl (dichloromethane). Run at temperature 0 celsius. Product: ClCC1=NOC(=C1)C1=CC=C(C=C1)C(F)(F)F (3-(chloromethyl)-5-[4-(trifluoromethyl)phenyl]isoxazole). RXN SMILES: [F:1][C:2]([F:17])([F:16])[C:3]1[CH:8]=[CH:7][C:6]([C:9]2[O:13][N:12]=[C:11]([CH2:14]O)[CH:10]=2)=[CH:5][CH:4]=1.S(Cl)([Cl:20])=O>ClCCl>[Cl:20][CH2:14][C:11]1[CH:10]=[C:9]([C:6]2[CH:7]=[CH:8][C:3]([C:2]([F:17])([F:16])[F:1])=[CH:4][CH:5]=2)[O:13][N:12]=1. Procedure: {5-[4-(Trifluoromethyl)phenyl]isoxazol-3-yl}methan-1-ol (200 mg) was dissolved in dry dichloromethane (10 ml), and cooled to 0° C. The solution was stirred while adding a solution of thionyl chloride (2.74 ml) in dichloromethane (25 ml), then allowed to warm to room temperature and stirred overnight. Solvent was evaporated under reduced pressure, and the residue was purified by preparative thin layer chromatography, eluting with 30% ethyl acetate/hexane, to afford 3-(chloromethyl)-5-[4-(trifluor...